Dataset: the Open Reaction Database (ORD), a public repository of structured organic reaction records. Task: describe an organic reaction: reactants, conditions, products, and yield The reactants are C(C)OC(=O)C1OC2=CC=CC(=C2C=C1C=O)Cl (5-chloro-3-formyl-2H-chromene-2-carboxylic acid ethyl ester), C(#N)[BH3-].[Na+] (sodium cyanoborohydride), C(C)(=O)O (acetic acid), COC([C@H](CC(C)C)N)=O ((S)-2-amino-4-methyl-pentanoic acid methyl ester), CCN(C(C)C)C(C)C (N,N′-diisopropylethylamine). Run in CO (methanol). Reaction conditions: temperature 25 celsius, time 10 hour. Yields the product COC(=O)C1OC2=CC=CC(=C2C=C1CN[C@@H](CC(C)C)C(=O)OC)Cl (5-chloro-3-[((S)-1-methoxycarbonyl-3-methyl-butylamino)-methyl]-2H-chromene-2-carboxylic acid methyl ester). Isolated yield 55.9%. RXN SMILES: [CH2:1]([O:3][C:4]([CH:6]1[C:15]([CH:16]=O)=[CH:14][C:13]2[C:8](=[CH:9][CH:10]=[CH:11][C:12]=2[Cl:18])[O:7]1)=[O:5])C.[CH3:19][O:20][C:21](=[O:28])[C@@H:22]([NH2:27])[CH2:23][CH:24]([CH3:26])[CH3:25].CCN(C(C)C)C(C)C.C([BH3-])#N.[Na+].C(O)(=O)C>CO>[CH3:1][O:3][C:4]([CH:6]1[C:15]([CH2:16][NH:27][C@H:22]([C:21]([O:20][CH3:19])=[O:28])[CH2:23][CH:24]([CH3:26])[CH3:25])=[CH:14][C:13]2[C:8](=[CH:9][CH:10]=[CH:11][C:12]=2[Cl:18])[O:7]1)=[O:5] |f:3.4|. Procedure details: To a solution of 5-chloro-3-formyl-2H-chromene-2-carboxylic acid ethyl ester (1.5 g, 5.62 mmol) (from Example 1, Step 1) in methanol (20 mL) containing molecular sieves (0.7 g) was added commercially available (S)-2-amino-4-methyl-pentanoic acid methyl ester (1.2 g, 5.62 mmol) and N,N′-diisopropylethylamine (2 mL, 11.24 mmol). The mixture was stirred at 25° C. for 10 hours. At this time, sodium cyanoborohydride (0.706 g, 11.24 mmol) and acetic acid (0.70 mL, 11.24 mmol) were added simultaneously... Starting materials: C(CCC)[Li] (n-butyllithium), CC1C=C2C(S1)=CC=1SC(=CC12)C (2,5-dimethylcyclopenta[1,2-b:4,3-b′]dithiophen), C(C=C)OC1=C(C=C(C=C1C(C)(C)C)C)[Si](CC)(CC)Cl ((2-allyloxy-3-tert-buyl-5-methylphenyl)chlorodiethylsilane). The solvent is O1CCCC1 (tetrahydrofuran), C1(=CC=CC=C1)C (toluene). Conditions: time 4 hour. The product is C(C=C)OC1=C(C=C(C=C1C(C)(C)C)C)[Si](CC)(CC)C=1C=2SC(=CC2C=2C1SC(C2)C)C ((2-allyloxy-3-tert-butyl-5-methylphenyl)(2,5-dimethylcyclopenta[1,2-b:4,3-b′]dithiophen-7-yl)diethylsilane). Reaction SMILES: C([Li])CCC.[CH3:6][CH:7]1[S:11][C:10]2=[CH:12][C:13]3[S:14][C:15]([CH3:18])=[CH:16][C:17]=3[C:9]2=[CH:8]1.[CH2:19]([O:22][C:23]1[C:28]([C:29]([CH3:32])([CH3:31])[CH3:30])=[CH:27][C:26]([CH3:33])=[CH:25][C:24]=1[Si:34](Cl)([CH2:37][CH3:38])[CH2:35][CH3:36])[CH:20]=[CH2:21]>O1CCCC1.C1(C)C=CC=CC=1>[CH2:19]([O:22][C:23]1[C:28]([C:29]([CH3:30])([CH3:31])[CH3:32])=[CH:27][C:26]([CH3:33])=[CH:25][C:24]=1[Si:34]([C:12]1[C:13]2[S:14][C:15]([CH3:18])=[CH:16][C:17]=2[C:9]2[C:10]=1[S:11][CH:7]([CH3:6])[CH:8]=2)([CH2:35][CH3:36])[CH2:37][CH3:38])[CH:20]=[CH2:21]. Procedure details: At −78° C., n-butyllithium (1.56 M, 1.69 mL, 2.64 mmol) was added dropwise to a solution of 2,5-dimethylcyclopenta[1,2-b:4,3-b′]dithiophen (0.50 g, 2.42 mmol) in tetrahydrofuran (10 mL) and the mixture was stirred at room temperature for 4 hours. After the reaction mixture was cooled to −78° C., a solution of (2-allyloxy-3-tert-buyl-5-methylphenyl)chlorodiethylsilane (0.72 g, 2.20 mmol) in toluene (3 mL) was added dropwise thereto. The resulting reaction mixture was warmed to room temperature an... Starting materials: CN(C=O)C (dimethylformamide), C=1C=CC(=CC1)C=2C3=CC=C(N3)C(=C4NC(=C(C5=NC(=C(C=6C=CC2N6)C=7C=CC=CC7)C=C5)C=8C=CC=CC8)C=C4)C=9C=CC=CC9 (tetraphenylporphyrin), [Pd](Cl)Cl (palladium chloride). Run in O (water). Yields the product C1(=CC=CC=C1)C1=C2C=CC(C(=C3C=CC(=C(C=4C=CC(=C(C5=CC=C1N5)C5=CC=CC=C5)N4)C4=CC=CC=C4)N3)C3=CC=CC=C3)=N2.[Pd] (Palladium tetraphenylporphyrin). Reaction SMILES: CN(C)C=O.[CH:6]1[CH:7]=[CH:8][C:9]([C:12]2[C:13]3[NH:17][C:16]([C:18]([C:48]4[CH:49]=[CH:50][CH:51]=[CH:52][CH:53]=4)=[C:19]4[CH:47]=[CH:46][C:21](=[C:22]([C:40]5[CH:41]=[CH:42][CH:43]=[CH:44][CH:45]=5)[C:23]5[CH:39]=[CH:38][C:25](=[C:26]([C:32]6[CH:33]=[CH:34][CH:35]=[CH:36][CH:37]=6)[C:27]6[CH:28]=[CH:29][C:30]=2[N:31]=6)[N:24]=5)[NH:20]4)=[CH:15][CH:14]=3)=[CH:10][CH:11]=1.[Pd:54](Cl)Cl>O>[C:48]1([C:18]2[C:16]3[NH:17][C:13](=[CH:14][CH:15]=3)[C:12]([C:9]3[CH:10]=[CH:11][CH:6]=[CH:7][CH:8]=3)=[C:30]3[N:31]=[C:27]([CH:28]=[CH:29]3)[C:26]([C:32]3[CH:37]=[CH:36][CH:35]=[CH:34][CH:33]=3)=[C:25]3[NH:24][C:23]([CH:39]=[CH:38]3)=[C:22]([C:40]3[CH:41]=[CH:42][CH:43]=[CH:44][CH:45]=3)[C:21]3=[N:20][C:19]=2[CH:47]=[CH:46]3)[CH:53]=[CH:52][CH:51]=[CH:50][CH:49]=1.[Pd:54] |f:4.5|. Procedure: Palladium tetraphenylporphyrin is prepared according to the experimental method described by A. D. Adler, F. R. Longo, F. Kampas and J. Kim, J. Inorg. Nucl. Chem. Vol. 32, p. 2443 (1970). To 300 ml of boiling dimethylformamide are added 3 g of tetraphenylporphyrin. After dissolution is effected, 0.9 g of palladium chloride is added. The mixture is refluxed for 10 minutes, then cooled in an ice bath and poured into 300 ml of water. The precipitate is filtered, washed with water and dried. Reactants: resultant solution, C1=CC=C(C=C1)C[C@H](CC(=O)[C@H](CCCN=C(N)N)N)C(=O)O.Cl (Arphamenine A hydrochloride), C(O)([O-])=O.[Na+] (sodium hydrogen carbonate), C(C1=CC=CC=C1)OC(=O)SC1=NC(=CC(=N1)C)C (S-benzyloxycarbonyl-4,6-dimethyl-2-mercaptopyrimidine), Cl (hydrochloric acid). The solvent is O1CCOCC1.O (dioxane water). The product is C(C1=CC=CC=C1)OC(=O)NC(C(CC(C(=O)O)CC1=CC=CC=C1)=O)CCCNC(=N)N (5-benzyloxycarbonylamino-8-guanidino-4-oxo-2-phenylmethyloctanoic acid). Isolated yield 60.7%. As a reaction SMILES: [CH:1]1[CH:6]=[CH:5][C:4]([CH2:7][C@@H:8]([C:21]([OH:23])=[O:22])[CH2:9][C:10]([C@@H:12]([NH2:20])[CH2:13][CH2:14][CH2:15][N:16]=[C:17]([NH2:19])[NH2:18])=[O:11])=[CH:3][CH:2]=1.Cl.C(=O)([O-])O.[Na+].[CH2:30]([O:37][C:38](SC1N=C(C)C=C(C)N=1)=[O:39])[C:31]1[CH:36]=[CH:35][CH:34]=[CH:33][CH:32]=1.Cl>O1CCOCC1.O>[CH2:30]([O:37][C:38]([NH:20][CH:12]([CH2:13][CH2:14][CH2:15][NH:16][C:17]([NH2:19])=[NH:18])[C:10](=[O:11])[CH2:9][CH:8]([CH2:7][C:4]1[CH:5]=[CH:6][CH:1]=[CH:2][CH:3]=1)[C:21]([OH:23])=[O:22])=[O:39])[C:31]1[CH:36]=[CH:35][CH:34]=[CH:33][CH:32]=1 |f:0.1,2.3,6.7|. Procedure: Arphamenine A hydrochloride (150 mg), sodium hydrogen carbonate (176 mg) and S-benzyloxycarbonyl-4,6-dimethyl-2-mercaptopyrimidine (230 mg) were dissolved in 20 ml of dioxane-water (1:1), and the resultant solution was stirred at room temperature overnight. After the reaction was completed, the reaction solution was adjusted to pH 2.0 with 1N hydrochloric acid, followed by extraction with n-butanol. The extract in n-butanol was washed with water and concentrated to dryness. The residue obtained ... Starting materials: NC1=C(C#N)C(=CC=C1)F (2-amino-6-fluorobenzonitrile), OC[C@@H]1CN(CCC1)C(CC(C)C)=O ((S)-1-(3-(hydroxymethyl)piperidin-1-yl)-3-methylbutan-1-one), [H-].[Na+] (NaH). Solvent: C1CCOC1 (THF), C1CCOC1 (THF), C1CCOC1 (THF). Reaction conditions: temperature 25 celsius, time 1 hour. The product is NC1=C(C#N)C(=CC=C1)OC[C@@H]1CN(CCC1)C(CC(C)C)=O ((S)-2-amino-6-((1-(3-methylbutanoyl)piperidin-3-yl)methoxy)benzonitrile). Isolated yield 83.9%. As a reaction SMILES: [OH:1][CH2:2][C@H:3]1[CH2:8][CH2:7][CH2:6][N:5]([C:9](=[O:14])[CH2:10][CH:11]([CH3:13])[CH3:12])[CH2:4]1.[H-].[Na+].[NH2:17][C:18]1[CH:25]=[CH:24][CH:23]=[C:22](F)[C:19]=1[C:20]#[N:21]>C1COCC1>[NH2:17][C:18]1[CH:25]=[CH:24][CH:23]=[C:22]([O:1][CH2:2][C@H:3]2[CH2:8][CH2:7][CH2:6][N:5]([C:9](=[O:14])[CH2:10][CH:11]([CH3:12])[CH3:13])[CH2:4]2)[C:19]=1[C:20]#[N:21] |f:1.2|. Procedure details: A solution of (S)-1-(3-(hydroxymethyl)piperidin-1-yl)-3-methylbutan-1-one (Example 5d) (42 g, 210.75 mmol, 1.2 eq.) in anhydrous THF (300 mL) was added dropwise at 0° C. to a suspension of NaH (60% in mineral oil, 8.43 g, 273.97 mmol, 1.63 eq.) in anhydrous THF (600 mL). The mixture was warmed up to about 25° C. and stirred for 1 h while keeping the temperature below 25° C. A solution of 2-amino-6-fluorobenzonitrile (22.95 g, 168.6 mmol, 1 eq.) in THF (300 mL) was added dropwise. The reaction wa... Reactants: C(C)(=O)OCCOCN1C=NC=2C(=NC=3C=CC=CC3C21)N (1-[(2-acetoxyethoxy)-methyl]-1H-imidazo[4,5-c]quinolin-4-amine), N (ammonia). Solvent: CO (methanol). Reaction conditions: time 16 hour. The product is N=1C=NC2=C(NC=3C=CC=CC3C21)N (imidazo[4,5-c]quinolin-4-amine). Reaction SMILES: C(OCCOC[N:9]1[C:21]2[C:20]3[CH:19]=[CH:18][CH:17]=[CH:16][C:15]=3[N:14]=[C:13]([NH2:22])[C:12]=2[N:11]=[CH:10]1)(=O)C.N>CO>[N:9]1[CH:10]=[N:11][C:12]2[C:21]=1[C:20]1[CH:19]=[CH:18][CH:17]=[CH:16][C:15]=1[NH:14][C:13]=2[NH2:22]. Procedure details: A 2.1 g portion of 1-[(2-acetoxyethoxy)-methyl]-1H-imidazo[4,5-c]quinolin-4-amine was combined with 25 mL of 15% ammonia in methanol and stirred at room temperature for about 16 hours. The resulting precipitate was collected, rinsed with ether and dried to provide 1.1 g of a solid. This solid was recrystallized from 50 mL of ethanol to provide 0.8 g of 1-[(2-hydroxyethoxy)]methyl-1H-imidazo[4,5-c]quinolin-4-amine as a yellow crystalline solid, m.p. 210°-212° C. Analysis: Calculated for C13H14N4O... Reactants: ClC1=NC=C(C(=N1)N(CCCO)C)F (3-[(2-chloro-5-fluoro-4-pyrimidinyl)(methyl)amino]-1-propanol), OC=1C=C2C=CN(C2=CC1)CC(=O)OC (methyl (5-hydroxy-1H-indol-1-yl)acetate), C1(=CC=CC=C1)P(C1=CC=CC=C1)C1=CC=CC=C1 (triphenylphosphine), N(=NC(=O)N1CCCCC1)C(=O)N1CCCCC1 (1,1′-(azodicarbonyl)-dipiperidine). Run in hexanes, CCOC(=O)C (EtOAc), ClCCl (dichloromethane). Reaction conditions: time 18 hour. Yields the product ClC1=NC=C(C(=N1)N(CCCOC=1C=C2C=CN(C2=CC1)CC(=O)OC)C)F (methyl (5-{3-[(2-chloro-5-fluoro-4-pyrimidinyl)(methyl)amino]propoxy}-1H-indol-1-yl)acetate). The yield is 56.7%. Reaction SMILES: [Cl:1][C:2]1[N:7]=[C:6]([N:8]([CH3:13])[CH2:9][CH2:10][CH2:11][OH:12])[C:5]([F:14])=[CH:4][N:3]=1.O[C:16]1[CH:17]=[C:18]2[C:22](=[CH:23][CH:24]=1)[N:21]([CH2:25][C:26]([O:28][CH3:29])=[O:27])[CH:20]=[CH:19]2.C1(P(C2C=CC=CC=2)C2C=CC=CC=2)C=CC=CC=1.N(C(N1CCCCC1)=O)=NC(N1CCCCC1)=O>ClCCl.CCOC(C)=O>[Cl:1][C:2]1[N:7]=[C:6]([N:8]([CH3:13])[CH2:9][CH2:10][CH2:11][O:12][C:16]2[CH:17]=[C:18]3[C:22](=[CH:23][CH:24]=2)[N:21]([CH2:25][C:26]([O:28][CH3:29])=[O:27])[CH:20]=[CH:19]3)[C:5]([F:14])=[CH:4][N:3]=1. Reported procedure: To a solution of 3-[(2-chloro-5-fluoro-4-pyrimidinyl)(methyl)amino]-1-propanol (Example 83, 0.60 g, 2.73 mmol) and methyl (5-hydroxy-1H-indol-1-yl)acetate (Example 9, 0.37 g, 1.82 mmol) in dichloromethane (9 mL) was added triphenylphosphine (0.70 g, 2.73 mmol) and 1,1′-(azodicarbonyl)-dipiperidine (0.72 g, 2.73 mmol) under argon. The golden yellow mixture was stirred at rt for 18 h. The desired product (0.42 g, 56%) was obtained after column chromatography (67% hexanes in EtOAc). 1H NMR (300 MHz...